This data is from the Open Reaction Database (ORD), a public repository of structured organic reaction records. The task is: describe an organic reaction: reactants, conditions, products, and yield Reactants: [OH-].[Na+] (NaOH), FC=1C=CC(=C2CC[C@H](C12)OC1=CC2=C([C@@H](CO2)CC(=O)OC)C=C1)C1=C(C=C(C=C1C)CCC(C)(C)O)C (methyl 2-((S)-6-((R)-7-fluoro-4-(4-(3-hydroxy-3-methylbutyl)-2,6-dimethylphenyl)-2,3-dihydro-1H-inden-1-yloxy)-2,3-dihydrobenzofuran-3-yl)acetate), [OH-].[Na+] (NaOH). Solvent: CO (methanol). Run at temperature 50 celsius, time 2 day. Yields the product FC=1C=CC(=C2CC[C@H](C12)OC1=CC2=C([C@@H](CO2)CC(=O)O)C=C1)C1=C(C=C(C=C1C)CCC(C)(C)O)C (2-((S)-6-((R)-7-Fluoro-4-(4-(3-hydroxy-3-methylbutyl)-2,6-dimethylphenyl)-2,3-dihydro-1H-inden-1-yloxy)-2,3-dihydrobenzofuran-3-yl)acetic acid). As a reaction SMILES: [OH-].[Na+].[F:3][C:4]1[CH:5]=[CH:6][C:7]([C:28]2[C:33]([CH3:34])=[CH:32][C:31]([CH2:35][CH2:36][C:37]([OH:40])([CH3:39])[CH3:38])=[CH:30][C:29]=2[CH3:41])=[C:8]2[C:12]=1[C@H:11]([O:13][C:14]1[CH:27]=[CH:26][C:17]3[C@H:18]([CH2:21][C:22]([O:24]C)=[O:23])[CH2:19][O:20][C:16]=3[CH:15]=1)[CH2:10][CH2:9]2>CO>[F:3][C:4]1[CH:5]=[CH:6][C:7]([C:28]2[C:33]([CH3:34])=[CH:32][C:31]([CH2:35][CH2:36][C:37]([OH:40])([CH3:38])[CH3:39])=[CH:30][C:29]=2[CH3:41])=[C:8]2[C:12]=1[C@H:11]([O:13][C:14]1[CH:27]=[CH:26][C:17]3[C@H:18]([CH2:21][C:22]([OH:24])=[O:23])[CH2:19][O:20][C:16]=3[CH:15]=1)[CH2:10][CH2:9]2 |f:0.1|. Procedure: 1 M aqueous NaOH solution (310 μL) is added to a solution of methyl 2-((S)-6-((R)-7-fluoro-4-(4-(3-hydroxy-3-methylbutyl)-2,6-dimethylphenyl)-2,3-dihydro-1H-inden-1-yloxy)-2,3-dihydrobenzofuran-3-yl)acetate (110 mg) in methanol (4 mL). The mixture is stirred at room temperature for 12 hours and at 50° C. for 2 days. 1 M aqueous NaOH solution (100 μL) is added and the mixture is stirred at 50° C. for 1 hour. Methanol is evaporated in vacuo, the residue is diluted with water and neutralized with 1... The reactants are O=C(Br)CBr, CC=Cc1cc(C(OCc2ccccc2)(C(F)(F)F)C(F)(F)F)ccc1N1CCNCC1, ClCCl. The product is CC=Cc1cc(C(OCc2ccccc2)(C(F)(F)F)C(F)(F)F)ccc1N1CCN(C(=O)CBr)CC1. RXN SMILES: [Br:33][CH2:34][C:35](=[O:36])[Br:37].[CH2:1]([c:2]1[cH:3][cH:4][cH:5][cH:6][cH:7]1)[O:8][C:9]([C:10]([F:11])([F:12])[F:13])([C:14]([F:15])([F:16])[F:17])[c:18]1[cH:19][c:20]([CH:30]=[CH:31][CH3:32])[c:21]([N:24]2[CH2:25][CH2:26][NH:27][CH2:28][CH2:29]2)[cH:22][cH:23]1.[Cl:38][CH2:39][Cl:40]>>[CH2:1]([c:2]1[cH:3][cH:4][cH:5][cH:6][cH:7]1)[O:8][C:9]([C:10]([F:11])([F:12])[F:13])([C:14]([F:15])([F:16])[F:17])[c:18]1[cH:19][c:20]([CH:30]=[CH:31][CH3:32])[c:21]([N:24]2[CH2:25][CH2:26][N:27]([C:35]([CH2:34][Br:33])=[O:36])[CH2:28][CH2:29]2)[cH:22][cH:23]1.